Dataset: the Open Reaction Database (ORD), a public repository of structured organic reaction records. Task: describe an organic reaction: reactants, conditions, products, and yield The reactants are CO, COC(=O)c1ccc2c(c1)OCC1C2=NN(c2ccc(C#N)c(Cl)c2)C1C1=CCCC1, [Na+], C1CCOC1, [OH-]. The product is N#Cc1ccc(N2N=C3c4ccc(C(=O)O)cc4OCC3C2C2=CCCC2)cc1Cl. As a reaction SMILES: [CH3:34][OH:35].[Cl:1][c:2]1[cH:3][c:4]([N:10]2[N:11]=[C:12]3[CH:13]([CH:14]2[C:15]2=[CH:16][CH2:17][CH2:18][CH2:19]2)[CH2:20][O:21][c:22]2[cH:23][c:24]([C:28](=[O:29])[O:30][CH3:31])[cH:25][cH:26][c:27]23)[cH:5][cH:6][c:7]1[C:8]#[N:9].[Na+:33].[O:36]1[CH2:37][CH2:38][CH2:39][CH2:40]1.[OH-:32]>>[Cl:1][c:2]1[cH:3][c:4]([N:10]2[N:11]=[C:12]3[CH:13]([CH:14]2[C:15]2=[CH:16][CH2:17][CH2:18][CH2:19]2)[CH2:20][O:21][c:22]2[cH:23][c:24]([C:28](=[O:29])[OH:30])[cH:25][cH:26][c:27]23)[cH:5][cH:6][c:7]1[C:8]#[N:9]. The reactants are C(#N)C1=C(C(=C(C(=C1F)F)O)F)F (4-cyano-2,3,5,6-tetrafluorophenol), C([O-])([O-])=O.[Ca+2] (calcium carbonate), C1=CC=CC=C1 (benzene), Cl (hydrogen chloride). The product is C(C=C)(=O)OC1=C(C(=C(C(=C1F)F)C#N)F)F (4-cyano-2,3, 5,6-tetrafluorophenyl acrylate). The yield is 57.1%. RXN SMILES: [C:1]([C:3]1[C:8]([F:9])=[C:7]([F:10])[C:6]([OH:11])=[C:5]([F:12])[C:4]=1[F:13])#[N:2].[C:14](=[O:17])([O-])[O-].[Ca+2].Cl.[CH:20]1C=CC=C[CH:21]=1>>[C:14]([O:11][C:6]1[C:5]([F:12])=[C:4]([F:13])[C:3]([C:1]#[N:2])=[C:8]([F:9])[C:7]=1[F:10])(=[O:17])[CH:20]=[CH2:21] |f:1.2|. Procedure: In 30 ml of benzene, 3.82 g (0.020 mol) of 4-cyano-2,3,5,6-tetrafluorophenol and 2.26 g (0.025 mol) of calcium carbonate added thereto as a hydrogen chloride trapping agent were stirred under reflux for 40 hours. The resultant reaction mixture was cooled off and filtered to separate calcium carbonate. The filtrate was dried with magnesium sulfate and then evaporated to dryness with a rotary evaporator. Consequently, there was obtained 2.8 g of 4-cyano-2,3, 5,6-tetrafluorophenyl acrylate (yield 5... Starting materials: N[C@@H]1C[C@H](CC1)O ((1S,3S)-3-Amino-cyclopentanol), FC=1C=C2C=CN(C(C2=CC1)=O)CC1=CC=C(C=C1)OC (6-Fluoro-2-(4-methoxy-benzyl)-2H-isoquinolin-1-one), [H-].[Na+] (sodium hydride), O (water). Run in CC(=O)N(C)C (dimethyl acetamide), CC(=O)N(C)C (dimethyl acetamide), CC(=O)N(C)C (dimethyl acetamide). Run at temperature 80 celsius, time 1 hour. Product: COC1=CC=C(CN2C(C3=CC=C(C=C3C=C2)O[C@@H]2C[C@H](CC2)N)=O)C=C1 (2-(4-Methoxy-benzyl)-6-((1S,3S)-3-amino-cyclopentyloxy)-2H-isoquinolin-1-one). The yield is 49.0%. Reaction SMILES: [H-].[Na+].[NH2:3][C@H:4]1[CH2:8][CH2:7][C@H:6]([OH:9])[CH2:5]1.F[C:11]1[CH:12]=[C:13]2[C:18](=[CH:19][CH:20]=1)[C:17](=[O:21])[N:16]([CH2:22][C:23]1[CH:28]=[CH:27][C:26]([O:29][CH3:30])=[CH:25][CH:24]=1)[CH:15]=[CH:14]2.O>CC(N(C)C)=O>[CH3:30][O:29][C:26]1[CH:25]=[CH:24][C:23]([CH2:22][N:16]2[CH:15]=[CH:14][C:13]3[C:18](=[CH:19][CH:20]=[C:11]([O:9][C@H:6]4[CH2:7][CH2:8][C@H:4]([NH2:3])[CH2:5]4)[CH:12]=3)[C:17]2=[O:21])=[CH:28][CH:27]=1 |f:0.1|. Procedure details: 106 mg (4.20 mmol) of sodium hydride (95%) were suspended in 3 mL of dimethyl acetamide and 193 mg (1.40 mmol) of (1S,3S)-3-amino-cyclopentanol (34), dissolved in 1 mL of dimethyl acetamide, were added dropwise. After 1 h, 402 mg (1.42 mmol) of 2-(4-methoxy-benzyl)-6-fluoro-2H-isoquinolin-1-one (9), dissolved in another 3 mL of dimethyl acetamide, were added. The reaction mixture was stirred at 80° C. until the reaction was complete. The mixture was poured into water, extracted three times with ... The reactants are CN(C)C=O, O=C(Cl)C(=O)Cl, ClCCl, O=C(O)CCCCc1ccccc1. The product is O=C(Cl)CCCCc1ccccc1. As a reaction SMILES: [CH3:14][N:15]([CH3:16])[CH:17]=[O:18].[Cl:19][C:20]([C:21]([Cl:22])=[O:23])=[O:24].[Cl:25][CH2:26][Cl:27].[c:1]1([CH2:7][CH2:8][CH2:9][CH2:10][C:11](=[O:12])[OH:13])[cH:2][cH:3][cH:4][cH:5][cH:6]1>>[c:1]1([CH2:7][CH2:8][CH2:9][CH2:10][C:11](=[O:13])[Cl:19])[cH:2][cH:3][cH:4][cH:5][cH:6]1. Starting materials: ClC1=CC=C(S1)S(=O)(=O)Cl (5-chlorothiophene-2-sulfonyl chloride), C(C)(C)(C)OC(N[C@H]1C(N(CCC(C1)(F)F)CC1=C(C=C(C=C1)OC)OC)=O)=O ([(R)-1-(2,4-Dimethoxy-benzyl)-5,5-difluoro-2-oxo-azepan-3-yl]-carbamic acid tert-butyl ester), Cl.O1CCOCC1 (HCl 1,4-dioxan), CCN(C(C)C)C(C)C (Hünig's base), mixture. The solvent is C(Cl)Cl (CH2Cl2), ClCCl (dichloromethane). The product is COC1=C(CN2C([C@@H](CC(CC2)(F)F)NS(=O)(=O)C=2SC(=CC2)Cl)=O)C=CC(=C1)OC (5-Chloro-thiophene-2-sulfonic acid [(R)-1-(2,4-dimethoxy-benzyl)-5,5-difluoro-2-oxo-azepan-3-yl]-amide). RXN SMILES: C(OC(=O)[NH:7][C@@H:8]1[CH2:14][C:13]([F:16])([F:15])[CH2:12][CH2:11][N:10]([CH2:17][C:18]2[CH:23]=[CH:22][C:21]([O:24][CH3:25])=[CH:20][C:19]=2[O:26][CH3:27])[C:9]1=[O:28])(C)(C)C.Cl.O1CCOCC1.CCN(C(C)C)C(C)C.[Cl:46][C:47]1[S:51][C:50]([S:52](Cl)(=[O:54])=[O:53])=[CH:49][CH:48]=1>ClCCl>[CH3:27][O:26][C:19]1[CH:20]=[C:21]([O:24][CH3:25])[CH:22]=[CH:23][C:18]=1[CH2:17][N:10]1[CH2:11][CH2:12][C:13]([F:15])([F:16])[CH2:14][C@@H:8]([NH:7][S:52]([C:50]2[S:51][C:47]([Cl:46])=[CH:48][CH:49]=2)(=[O:54])=[O:53])[C:9]1=[O:28] |f:1.2|. Procedure details: [(R)-1-(2,4-Dimethoxy-benzyl)-5,5-difluoro-2-oxo-azepan-3-yl]-carbamic acid tert-butyl ester (0.85 g, 1.85 mmol) was dissolved in 38 ml dichloromethane. 4 M HCl/1,4-dioxan (20 ml) were added dropwise and the mixture was allowed to react for 1 h. The reaction mixture was concentrated under reduced pressure and concentrated once from acetonitrile. To 291 mg of the resultant hydrochloride salt was added CH2Cl2 (20 ml) followed by the dropwise addition of Hünig's base (0.36 ml, 2.1 mmol). A solution... The reactants are OC=1C(C2=CC(=CC=C2C(C1C(=O)NCC(=O)OC(C)(C)C)=O)C#CC1=CC=CC=C1)(C)C (Tert-butyl 2-(2-hydroxy-1,1-dimethyl-4-oxo-7-(2-phenylethynyl)-1,4-dihydronaphthalene-3-carboxamido)acetate). The solvent is C(=O)(C(F)(F)F)O (TFA). Yields the product OC=1C(C2=CC(=CC=C2C(C1C(=O)NCC(=O)O)=O)C#CC1=CC=CC=C1)(C)C (2-(2-hydroxy-1,1-dimethyl-4-oxo-7-(2-phenylethynyl)-1,4-dihydronaphthalene-3-carboxamido)acetic acid). RXN SMILES: [OH:1][C:2]1[C:3]([CH3:33])([CH3:32])[C:4]2[C:9]([C:10](=[O:23])[C:11]=1[C:12]([NH:14][CH2:15][C:16]([O:18]C(C)(C)C)=[O:17])=[O:13])=[CH:8][CH:7]=[C:6]([C:24]#[C:25][C:26]1[CH:31]=[CH:30][CH:29]=[CH:28][CH:27]=1)[CH:5]=2>C(O)(C(F)(F)F)=O>[OH:1][C:2]1[C:3]([CH3:33])([CH3:32])[C:4]2[C:9]([C:10](=[O:23])[C:11]=1[C:12]([NH:14][CH2:15][C:16]([OH:18])=[O:17])=[O:13])=[CH:8][CH:7]=[C:6]([C:24]#[C:25][C:26]1[CH:27]=[CH:28][CH:29]=[CH:30][CH:31]=1)[CH:5]=2. Procedure: Tert-butyl 2-(2-hydroxy-1,1-dimethyl-4-oxo-7-(2-phenylethynyl)-1,4-dihydronaphthalene-3-carboxamido)acetate (68 mg, 153 μmol) was dissolved and stirred in TFA (2 mL) at room temperature for 30 minutes. The reaction was concentrated, suspended in hexanes, filtered, washed with hexanes, and dried in a vacuum oven to give the title compound. MS (ESI) m/z: Calculated; 389.4: Observed; 390.0. The reactants are solid, N1=CC=CC=C1 (pyridine), S(Cl)Cl (sulphur dichloride), C(C)NS(=O)(=O)C (N-ethylmethanesulphonamide), ClC1=C(OC2=CC=C(N)C=C2)C=CC(=C1)C(F)(F)F (4-[2-chloro-4-(trifluoromethyl)phenoxy]aniline), N1=CC=CC=C1 (pyridine). Run in C(C)OCC (diethyl ether), C(C)OCC (diethyl ether), same solvent, C(C)OCC (diethyl ether). Run at time 1 hour. Product: ClC1=C(OC2=CC=C(C=C2)NSN(S(=O)(=O)C)CC)C=CC(=C1)C(F)(F)F (N-[[[4-[2-chloro-4-(trifluoromethyl)phenoxy]phenyl]amino]thio]-N-ethylmethanesulphonamide). Reaction SMILES: [S:1](Cl)Cl.[CH2:4]([NH:6][S:7]([CH3:10])(=[O:9])=[O:8])[CH3:5].N1C=CC=CC=1.[Cl:17][C:18]1[CH:31]=[C:30]([C:32]([F:35])([F:34])[F:33])[CH:29]=[CH:28][C:19]=1[O:20][C:21]1[CH:27]=[CH:26][C:24]([NH2:25])=[CH:23][CH:22]=1>C(OCC)C>[Cl:17][C:18]1[CH:31]=[C:30]([C:32]([F:34])([F:33])[F:35])[CH:29]=[CH:28][C:19]=1[O:20][C:21]1[CH:22]=[CH:23][C:24]([NH:25][S:1][N:6]([CH2:4][CH3:5])[S:7]([CH3:10])(=[O:9])=[O:8])=[CH:26][CH:27]=1. Procedure details: A solution of 2.6 g of sulphur dichloride in 15 ml of dry diethyl ether was added over 10 minutes to a stirred solution of 3.1 g of N-ethylmethanesulphonamide in 15 ml of the same solvent, keeping the temperature between 10°-15° by means of external cooling. A solution of 2.0 g of dry pyridine in 15 ml of dry diethyl ether was then added over 15 minutes at the same temperature and the reaction mixture was allowed to warm to room temperature over 1 hour. The resulting suspension was added over 5 ... The reactants are BrB(Br)Br, COc1cccc(-c2nn3c(c2-c2ccncc2)SCC3)c1, ClCCl, [Na+], O=C([O-])O. The product is Oc1cccc(-c2nn3c(c2-c2ccncc2)SCC3)c1. As a reaction SMILES: [B:23]([Br:24])([Br:25])[Br:26].[CH3:1][O:2][c:3]1[cH:4][c:5](-[c:9]2[n:10][n:11]3[c:12]([c:16]2-[c:17]2[cH:18][cH:19][n:20][cH:21][cH:22]2)[S:13][CH2:14][CH2:15]3)[cH:6][cH:7][cH:8]1.[Cl:32][CH2:33][Cl:34].[Na+:31].[O-:27][C:28]([OH:29])=[O:30]>>[OH:2][c:3]1[cH:4][c:5](-[c:9]2[n:10][n:11]3[c:12]([c:16]2-[c:17]2[cH:18][cH:19][n:20][cH:21][cH:22]2)[S:13][CH2:14][CH2:15]3)[cH:6][cH:7][cH:8]1.